This data is from the Open Reaction Database (ORD), a public repository of structured organic reaction records. The task is: describe an organic reaction: reactants, conditions, products, and yield Starting materials: N(C1=CC=CC=C1)CC(=O)OCC1=CC=CC=C1 (benzyl 2-anilinoacetate), CC=1C=C(C=CC1)NC(NCC(=O)O)=O (2-[3-(3-methylphenyl)ureido]acetic acid), S(=O)(Cl)Cl (thionyl chloride). Yields the product CC=1C=C(C=CC1)NC(NCC(=O)N(C1=CC=CC=C1)CC(=O)OCC1=CC=CC=C1)=O (benzyl 2-{2-[3-(3-methylphenyl)ureido]-N-phenylacetamido}acetate). Isolated yield 21.8%. As a reaction SMILES: [NH:1]([CH2:8][C:9]([O:11][CH2:12][C:13]1[CH:18]=[CH:17][CH:16]=[CH:15][CH:14]=1)=[O:10])[C:2]1[CH:7]=[CH:6][CH:5]=[CH:4][CH:3]=1.[CH3:19][C:20]1[CH:21]=[C:22]([NH:26][C:27](=[O:33])[NH:28][CH2:29][C:30](O)=[O:31])[CH:23]=[CH:24][CH:25]=1.S(Cl)(Cl)=O>>[CH3:19][C:20]1[CH:21]=[C:22]([NH:26][C:27](=[O:33])[NH:28][CH2:29][C:30]([N:1]([CH2:8][C:9]([O:11][CH2:12][C:13]2[CH:18]=[CH:17][CH:16]=[CH:15][CH:14]=2)=[O:10])[C:2]2[CH:3]=[CH:4][CH:5]=[CH:6][CH:7]=2)=[O:31])[CH:23]=[CH:24][CH:25]=1. Procedure: The procedure is similar to that described in Example 28, but starting with benzyl 2-anilinoacetate (3.6 g), 2-[3-(3-methylphenyl)ureido]acetic acid (3.1 g) and thionyl chloride (1.65 g). The product obtained is purified by chromatography on silica gel (0.063-0.200 mm; 60 g) contained in a column 2 cm in diameter [eluant: cyclohexane/ethyl acetate (50:50 by volume)], collecting 20-cc fractions. Fractions 5 to 9 are combined and concentrated to dryness under reduced pressure (2.7 kPa) at 40° C. A... Reactants: NC1=NC(=C2N(C(N(C2=N1)CC1=CC(=C(C=C1)OC)OC)=O)C)NN (2-amino-9-[(3,4-dimethoxyphenyl)methyl]-6-hydrazino-7-methyl-purin-8-one), CCN=C=NCCCN(C)C.Cl (EDC.HCl), C=1C=CC2=C(C1)N=NN2O (HOBT), CN1CCOCC1 (N-methylmorpholine). Solvent: CN(C=O)C (dimethylformamide), O (Water). Reaction conditions: temperature 26 celsius, time 3 hour. Product: NC1=NC(=C2N(C(N(C2=N1)CC1=CC(=C(C=C1)OC)OC)=O)C)NNC(=O)C=1OC=CC1 (N′-[2-amino-9-[(3,4-dimethoxyphenyl)methyl]-7-methyl-8-oxo-purin-6-yl]furan-2-carbohydrazide). The yield is 93.5%. Reaction SMILES: [NH2:1][C:2]1[N:10]=[C:9]2[C:5]([N:6]([CH3:23])[C:7](=[O:22])[N:8]2[CH2:11][C:12]2[CH:17]=[CH:16][C:15]([O:18][CH3:19])=[C:14]([O:20][CH3:21])[CH:13]=2)=[C:4]([NH:24][NH2:25])[N:3]=1.C1C=CC2N([OH:35])N=NC=2C=1.CN1[CH2:42][CH2:41][O:40]CC1.CCN=C=N[CH2:48][CH2:49][CH2:50]N(C)C.Cl>CN(C)C=O.O>[NH2:1][C:2]1[N:10]=[C:9]2[C:5]([N:6]([CH3:23])[C:7](=[O:22])[N:8]2[CH2:11][C:12]2[CH:17]=[CH:16][C:15]([O:18][CH3:19])=[C:14]([O:20][CH3:21])[CH:13]=2)=[C:4]([NH:24][NH:25][C:41]([C:42]2[O:35][CH:50]=[CH:49][CH:48]=2)=[O:40])[N:3]=1 |f:3.4|. Procedure details: 2-amino-9-[(3,4-dimethoxyphenyl)methyl]-6-hydrazino-7-methyl-purin-8-one (4.6 g, 13.38 mmol) obtained in step 4,2-furoic acid (1.5 g, 13.38 mmol), HOBT (1.8 g, 13.38 mmol) and N-methylmorpholine (2.20 ml, 20.07 mmol) were taken in dimethylformamide (15 ml). EDC.HCl (3.8 g, 20.07 mmol) was added to the reaction mixture and stirred at 25-27° C. for 3 hours. Reaction mixture was cooled to 0° C. Water was added and solid obtained was filtered off, washed with cold water, n-hexane and dried to obtain...